This data is from the Open Reaction Database (ORD), a public repository of structured organic reaction records. The task is: describe an organic reaction: reactants, conditions, products, and yield The reactants are CN(Cc1cc(C(F)(F)F)cc(C(F)(F)F)c1)C1CC(C(=O)O)N(Cc2cccc(Cl)c2)C1, N#Cc1ccccc1N1CCNCC1. Yields the product CN(Cc1cc(C(F)(F)F)cc(C(F)(F)F)c1)C1CC(C(=O)N2CCN(c3ccccc3C#N)CC2)N(Cc2cccc(Cl)c2)C1. Reaction SMILES: [F:1][C:2]([c:3]1[cH:4][c:5]([CH2:6][N:7]([CH:8]2[CH2:9][CH:10]([C:21](=[O:22])[OH:23])[N:11]([CH2:13][c:14]3[cH:15][c:16]([Cl:20])[cH:17][cH:18][cH:19]3)[CH2:12]2)[CH3:24])[cH:25][c:26]([C:28]([F:29])([F:30])[F:31])[cH:27]1)([F:32])[F:33].[N:34]1([c:40]2[c:41]([C:42]#[N:43])[cH:44][cH:45][cH:46][cH:47]2)[CH2:35][CH2:36][NH:37][CH2:38][CH2:39]1>>[F:1][C:2]([c:3]1[cH:4][c:5]([CH2:6][N:7]([CH:8]2[CH2:9][CH:10]([C:21](=[O:22])[N:37]3[CH2:36][CH2:35][N:34]([c:40]4[c:41]([C:42]#[N:43])[cH:44][cH:45][cH:46][cH:47]4)[CH2:39][CH2:38]3)[N:11]([CH2:13][c:14]3[cH:15][c:16]([Cl:20])[cH:17][cH:18][cH:19]3)[CH2:12]2)[CH3:24])[cH:25][c:26]([C:28]([F:29])([F:30])[F:31])[cH:27]1)([F:32])[F:33]. Starting materials: C([O-])([O-])=O.[K+].[K+] (potassium carbonate), CN(C=O)C (dimethylformamide), P(=O)(Cl)(Cl)Cl (phosphorous oxychloride), CN1C2CCC1CC(=O)C2 (Tropinone). Run at temperature 70 celsius. Yields the product C(C(=O)O)(=O)O.ClC1=C(C2CCC(C1)N2C)C=O (3-Chloro-2-formyl-8-methyl-8-azabicyclo[3.2.1]oct-2-ene oxalate). As a reaction SMILES: CN(C)[CH:3]=[O:4].P(Cl)(Cl)([Cl:8])=O.[CH3:11][N:12]1[CH:16]2[CH2:17][C:18]([CH2:20][CH:13]1[CH2:14][CH2:15]2)=[O:19].[C:21](=[O:24])([O-:23])[O-:22].[K+].[K+]>>[C:3]([OH:4])(=[O:19])[C:21]([OH:23])=[O:22].[Cl:8][C:18]1[CH2:20][CH:13]2[N:12]([CH3:11])[CH:16]([CH2:15][CH2:14]2)[C:17]=1[CH:21]=[O:24] |f:3.4.5,6.7|. Reported procedure: To a dimethylformamide (4.5 ml, 60 mmol) at 0° C. was added phosphorous oxychloride (3 ml, 30 mmol). Tropinone (2 g, 13 mmol) was added, and the reaction mixture heated to 70° C. for 1/2 h After cooling, crushed ice was added and then solid potassium carbonate until alkaline reaction. The water solution was extracted with ether (3×30 ml). The ether extracts were dried and evaporated. The crude compound was purified by column chromatography with acetone as eluent. The title compound was precipita... The yield is 64.6%. Reaction conditions: temperature 120 celsius, time 8 hour. The product is BrC1=C(CN2C(C3=CC=CC=C3C2=O)=O)C=C(C(=C1)C)C(F)(F)F (2-(2-Bromo-4-methyl-5-(trifluoromethyl) benzyl) isoindoline-1,3-dione). The reagents and catalysts are [Cu](I)I (copper iodide). RXN SMILES: [Br:1][C:2]1[CH:19]=[C:18]([CH3:20])[C:17](I)=[CH:16][C:3]=1[CH2:4][N:5]1[C:13](=[O:14])[C:12]2[C:7](=[CH:8][CH:9]=[CH:10][CH:11]=2)[C:6]1=[O:15].[F-:22].[K+].COC(=O)[C:27](Cl)([F:29])[F:28].O>CN(C)C=O.[Cu](I)I.ClCCl>[Br:1][C:2]1[CH:19]=[C:18]([CH3:20])[C:17]([C:27]([F:29])([F:22])[F:28])=[CH:16][C:3]=1[CH2:4][N:5]1[C:13](=[O:14])[C:12]2[C:7](=[CH:8][CH:9]=[CH:10][CH:11]=2)[C:6]1=[O:15] |f:1.2|. The reactants are BrC1=C(CN2C(C3=CC=CC=C3C2=O)=O)C=C(C(=C1)C)I (2-(2-bromo-5-iodo-4-methylbenzyl) isoindoline-1,3-dione), [F-].[K+] (potassium fluoride), O (water), COC(C(F)(F)Cl)=O (methyl-2-chloro-2,2-difluoroacetate). Reported procedure: To a solution of 2-(2-bromo-5-iodo-4-methylbenzyl) isoindoline-1,3-dione (560 mg, 1.22 mmol) in N,N-dimethylformamide (10 mL) was added copper iodide (467.6 mg, 2.45 mmol) and potassium fluoride (291.1 mg, 4.91 mmol). The solution was heated to 120° C. After 20 minutes methyl-2-chloro-2,2-difluoroacetate (709.71 mg, 4.91 mmol) was added to the orange suspension and the heating was continued for 8 hours. After about 30 minutes gas evolution was observed and the solution became yellow. After cooli... Run in CN(C=O)C (N,N-dimethylformamide), ClCCl (dichloromethane). The reactants are N1(CCCCC1)C1=NC(=NC=N1)NC=1C=C(C=CC1)CS(=O)(=O)N (3-[(4-(Piperidin-1-yl)-1,3,5-triazin-2-yl)amino]benzenemethane sulfonamide), ClC1=NC(=NC=N1)NC=1C=C(C=CC1)CS(=O)(=O)N (3-[(4-Chloro-1,3,5-triazin-2-yl)amino]benzenemethanesulfonamide), COC[C@H]1NCCC1 ((S)-2-(methoxymethyl)pyrrolidine). Product: COC[C@H]1N(CCC1)C1=NC(=NC=N1)NC=1C=C(C=CC1)CS(=O)(=O)N ((S)-3-[(4-(2-(Methoxymethyl)pyrrolidin-1-yl)-1,3,5-triazin-2-yl)amino]benzenemethanesulfonamide). RXN SMILES: [N:1]1([C:7]2[N:12]=[CH:11][N:10]=[C:9]([NH:13][C:14]3[CH:15]=[C:16]([CH2:20][S:21]([NH2:24])(=[O:23])=[O:22])[CH:17]=[CH:18][CH:19]=3)[N:8]=2)[CH2:6][CH2:5][CH2:4][CH2:3][CH2:2]1.ClC1N=CN=C(NC2C=C(CS(N)(=O)=O)C=CC=2)N=1.[CH3:44][O:45]C[C@@H]1CCCN1>>[CH3:44][O:45][CH2:6][C@@H:5]1[CH2:4][CH2:3][CH2:2][N:1]1[C:7]1[N:12]=[CH:11][N:10]=[C:9]([NH:13][C:14]2[CH:15]=[C:16]([CH2:20][S:21]([NH2:24])(=[O:23])=[O:22])[CH:17]=[CH:18][CH:19]=2)[N:8]=1. Reported procedure: B18 was prepared following the procedure reported for B1 using A1 and (S)-2-(methoxymethyl)pyrrolidine. MS (ES) C16H22N6O3S requires: 378. found: 379 (M+H)+. Starting materials: C(C)(C)[Mg]Cl (i-PrMgCl), C(C)(C)(C)OC(NC(=N)C=1SC(=C(C1)S(=O)(=O)C1=CC(=CC=C1)Br)SC)=O ({[4-(3-bromo-benzenesulfonyl)-5-methylsulfanyl-thiophen-2-yl]-imino-methyl}-carbamic acid tert-butyl ester), COB(OC)OC (trimethylborate), [Li]CCCC (n-BuLi), hexanes. Run in C1CCOC1 (THF), C1CCOC1 (THF). Conditions: temperature 0 celsius, time 20 minute. Yields the product C(C)(C)(C)OC(NC(=N)C=1SC(=C(C1)S(=O)(=O)C1=CC(=CC=C1)B(O)O)SC)=O ({[4-(3-Dihydroxyboranyl-benzenesulfonyl)-5-methylsulfanyl-thiophen-2-yl]-imino-methyl}-carbamic acid tert-butyl ester). The yield is 98.6%. As a reaction SMILES: C([Mg]Cl)(C)C.[C:6]([O:10][C:11](=[O:32])[NH:12][C:13]([C:15]1[S:16][C:17]([S:30][CH3:31])=[C:18]([S:20]([C:23]2[CH:28]=[CH:27][CH:26]=[C:25](Br)[CH:24]=2)(=[O:22])=[O:21])[CH:19]=1)=[NH:14])([CH3:9])([CH3:8])[CH3:7].[Li]CCCC.C[O:39][B:40](OC)[O:41]C>C1COCC1>[C:6]([O:10][C:11](=[O:32])[NH:12][C:13]([C:15]1[S:16][C:17]([S:30][CH3:31])=[C:18]([S:20]([C:23]2[CH:28]=[CH:27][CH:26]=[C:25]([B:40]([OH:41])[OH:39])[CH:24]=2)(=[O:22])=[O:21])[CH:19]=1)=[NH:14])([CH3:9])([CH3:8])[CH3:7]. Reported procedure: A solution of 2M i-PrMgCl in THF (1.1 mL, 2.2 mmol) was added dropwise at 0° C. to {[4-(3-bromo-benzenesulfonyl)-5-methylsulfanyl-thiophen-2-yl]-imino-methyl}-carbamic acid tert-butyl ester (0.5 g, 1.0 mmol) (Example 27c) in 5.0 mL THF. The solution was stirred for 20 mins at 0° C., then cooled to −78° C. and a solution of 2.5 M n-BuLi in hexanes (0.6 mL, 1.5 mmol) was added. The mixture was stirred for 5 mins then trimethylborate (0.35 mL, 3.3 mmol) was added at −78° C. and the mixture allowed ...